This data is from the Open Reaction Database (ORD), a public repository of structured organic reaction records. The task is: describe an organic reaction: reactants, conditions, products, and yield Reactants: COC1=CC=C(C=C1)CCOCC1CO1 (1-[2-(4-methoxyphenyl)ethoxy]-2,3-epoxypropane), COC1=CC=C(C=C1)CCOCC1CO1 (1-[2-(4-methoxyphenyl)ethoxy]-2,3-epoxypropane), COC1=CC=C(CCO)C=C1 (4-methoxyphenethyl alcohol). Reagents/catalysts: [N+](CCCC)(CCCC)(CCCC)CCCC.[O-]S(=O)(=O)O (Bu4NHSO4). The solvent is C(Cl)C1CO1 (epichlorohydrin), [OH-].[Na+] (caustic soda). Yields the product C(C1CO1)OCC1CO1 (glycidyl ether). Yield: 67.0%. Reaction SMILES: COC1C=C[C:6]([CH2:9][CH2:10][O:11][CH2:12][CH:13]2[O:15][CH2:14]2)=CC=1.C[O:17]C1C=CC(CCO)=CC=1>C(C1OC1)Cl.[OH-].[Na+].[N+](CCCC)(CCCC)(CCCC)CCCC.[O-]S(O)(=O)=O>[CH2:12]([O:11][CH2:10][CH:9]1[O:17][CH2:6]1)[CH:13]1[O:15][CH2:14]1 |f:3.4,5.6|. Procedure details: 1-[2-(4-methoxyphenyl)ethoxy]-2,3-epoxypropane (24.1). By condensation of 4.8 g (31.5 mmol) of 4-methoxyphenethyl alcohol in a mixture of 25 ml of epichlorohydrin and 18 ml of 50% caustic soda and 430 mg of Bu4NHSO4 according to process 23.1, 4.42 g (yield: 67%) of glycidyl ether of formula 24.1 are prepared: Reactants: Cc1c(C(=O)OC(C)(C)C)oc2ccc(C=O)c(O)c12, [BH3-]C#N, C1CCOC1, [Na+]. The product is Cc1ccc2oc(C(=O)OC(C)(C)C)c(C)c2c1O. RXN SMILES: [C:1]([CH3:2])([CH3:3])([CH3:4])[O:5][C:6](=[O:7])[c:8]1[o:9][c:10]2[c:11]([c:12]1[CH3:13])[c:14]([OH:20])[c:15]([CH:18]=[O:19])[cH:16][cH:17]2.[C:21]([BH3-:22])#[N:23].[CH2:25]1[O:26][CH2:27][CH2:28][CH2:29]1.[Na+:24]>>[C:1]([CH3:2])([CH3:3])([CH3:4])[O:5][C:6](=[O:7])[c:8]1[o:9][c:10]2[c:11]([c:12]1[CH3:13])[c:14]([OH:20])[c:15]([CH3:18])[cH:16][cH:17]2. Reactants: N-Aryl-benzenesulfonamides, NC1=C(C=C(C=C1)Cl)C(=O)C1=NC(=CC=C1)C ((2-Amino-5-chloro-phenyl)-(6-methyl-pyridin-2-yl)-methanone), O1C=NC=C1C1=CC=C(C=C1)S(=O)(=O)Cl (4-oxazol-5-yl-benzenesulfonyl chloride). Product: ClC1=CC(=C(C=C1)NS(=O)(=O)C1=CC=C(C=C1)C1=CN=CO1)C(=O)C1=NC(=CC=C1)C (N-[4-Chloro-2-(6-methyl-pyridine-2-carbonyl)-phenyl]-4-oxazol-5-yl-benzenesulfonamide). As a reaction SMILES: [NH2:1][C:2]1[CH:7]=[CH:6][C:5]([Cl:8])=[CH:4][C:3]=1[C:9]([C:11]1[CH:16]=[CH:15][CH:14]=[C:13]([CH3:17])[N:12]=1)=[O:10].[O:18]1[C:22]([C:23]2[CH:28]=[CH:27][C:26]([S:29](Cl)(=[O:31])=[O:30])=[CH:25][CH:24]=2)=[CH:21][N:20]=[CH:19]1>>[Cl:8][C:5]1[CH:6]=[CH:7][C:2]([NH:1][S:29]([C:26]2[CH:27]=[CH:28][C:23]([C:22]3[O:18][CH:19]=[N:20][CH:21]=3)=[CH:24][CH:25]=2)(=[O:30])=[O:31])=[C:3]([C:9]([C:11]2[CH:16]=[CH:15][CH:14]=[C:13]([CH3:17])[N:12]=2)=[O:10])[CH:4]=1. Procedure details: The title compound was prepared according to the general procedure for the synthesis of N-Aryl-benzenesulfonamides previously described using 123 mg of (2-Amino-5-chloro-phenyl)-(6-methyl-pyridin-2-yl)-methanone and 122 mg of 4-oxazol-5-yl-benzenesulfonyl chloride 1H-NMR (400 MHz, CDCl3): δ 2.67 (s, 3H), 7.46-7.50 (m, 4H), 7.61-7.70 (m, 4H), 7.65 (m, 2H), 7.94-8.00 (m, 1H), 8.15 (s, 1H). MS: m/z454.0 (M++1). The product is COCCN1CCN(CC1)C1=C(C=C(C=C1)NC=1OC2=C(N1)C=CC=C2C2=CC(=C(C=C2)C(=O)N2CCOCC2)C)C ([4-(2-{4-[4-(2-Methoxy-ethyl)-piperazin-1-yl]-3-methyl-phenylamino}-benzooxazol-7-yl)-2-methyl-phenyl]-morpholin-4-yl-methanone). Reactants: BrC1=CC=CC=2N=C(OC21)NC2=CC(=C(C=C2)N2CCN(CC2)CCOC)C ((7-bromo-benzooxazol-2-yl)-{4-[4-(2-methoxy-ethyl)-piperazin-1-yl]-3-methyl-phenyl}-amine), CC1=C(C=CC(=C1)B1OC(C(O1)(C)C)(C)C)C(=O)N1CCOCC1 ([2-methyl-4-(4,4,5,5-tetramethyl-[1,3,2]dioxa-borolan-2-yl)-phenyl]-morpholin-4-yl-methanone). RXN SMILES: Br[C:2]1[C:10]2[O:9][C:8]([NH:11][C:12]3[CH:17]=[CH:16][C:15]([N:18]4[CH2:23][CH2:22][N:21]([CH2:24][CH2:25][O:26][CH3:27])[CH2:20][CH2:19]4)=[C:14]([CH3:28])[CH:13]=3)=[N:7][C:6]=2[CH:5]=[CH:4][CH:3]=1.[CH3:29][C:30]1[CH:35]=[C:34](B2OC(C)(C)C(C)(C)O2)[CH:33]=[CH:32][C:31]=1[C:45]([N:47]1[CH2:52][CH2:51][O:50][CH2:49][CH2:48]1)=[O:46]>>[CH3:27][O:26][CH2:25][CH2:24][N:21]1[CH2:22][CH2:23][N:18]([C:15]2[CH:16]=[CH:17][C:12]([NH:11][C:8]3[O:9][C:10]4[C:2]([C:34]5[CH:33]=[CH:32][C:31]([C:45]([N:47]6[CH2:48][CH2:49][O:50][CH2:51][CH2:52]6)=[O:46])=[C:30]([CH3:29])[CH:35]=5)=[CH:3][CH:4]=[CH:5][C:6]=4[N:7]=3)=[CH:13][C:14]=2[CH3:28])[CH2:19][CH2:20]1. Procedure: The title compound is prepared from (7-bromo-benzooxazol-2-yl)-{4-[4-(2-methoxy-ethyl)-piperazin-1-yl]-3-methyl-phenyl}-amine and [2-methyl-4-(4,4,5,5-tetramethyl-[1,3,2]dioxa-borolan-2-yl)-phenyl]-morpholin-4-yl-methanone using methodology described in the preparation of example 65. The title compound is obtained as an off-white foam. Rt=2.00 min (Waters Symmetry C8, 2.1×50 mm, detection 210-250 nM, 5% to 100% CH3CN in H2O in 2 min+0.05% TFA, flow rate 1.0 ml/min); MS: 570 (M+1)+.